This data is from the Open Reaction Database (ORD), a public repository of structured organic reaction records. The task is: describe an organic reaction: reactants, conditions, products, and yield Starting materials: solution, C(C)(CC)[BH-](C(C)CC)C(C)CC.[Li+] (lithium tri-sec-butylborohydride), [OH-].[Na+] (sodium hydroxide), C(C)(=O)O.OC[C@]12CCC(C=C1CC[C@H]1[C@@H]3CCC([C@@]3(C)CC[C@H]21)=O)=O (19-hydroxyandrost-4-ene-3,17-dione acetate), OO (hydrogen peroxide), C([O-])([O-])=O.[K+].[K+] (potassium carbonate). Run in O1CCCC1 (tetrahydrofuran), O1CCCC1 (tetrahydrofuran). Reaction conditions: temperature 0 celsius, time 2 hour. Product: C(C)(=O)OC[C@]12CC[C@H](C=C1CC[C@H]1[C@@H]3CC[C@@H]([C@@]3(C)CC[C@H]21)O)O (4-androstene-3α,17β,19-triol 19-acetate). RXN SMILES: C([BH-](C(CC)C)C(CC)C)(CC)C.[Li+].[C:15]([OH:18])(=[O:17])[CH3:16].O[CH2:20][C@@:21]12[C@@H:38]3[C@H:29]([C@H:30]4[C@@:34]([CH2:36][CH2:37]3)([CH3:35])[C:33](=[O:39])[CH2:32][CH2:31]4)[CH2:28][CH2:27][C:26]1=[CH:25][C:24](=[O:40])[CH2:23][CH2:22]2.[OH-].[Na+].OO.C(=O)([O-])[O-].[K+].[K+]>O1CCCC1>[C:15]([O:18][CH2:20][C@@:21]12[C@@H:38]3[C@H:29]([C@H:30]4[C@@:34]([CH2:36][CH2:37]3)([CH3:35])[C@@H:33]([OH:39])[CH2:32][CH2:31]4)[CH2:28][CH2:27][C:26]1=[CH:25][C@H:24]([OH:40])[CH2:23][CH2:22]2)(=[O:17])[CH3:16] |f:0.1,2.3,4.5,7.8.9|. Reported procedure: A 1 M solution of lithium tri-sec-butylborohydride in tetrahydrofuran under nitrogen is cooled in a dry iceacetone bath to about -78° C. and 19-hydroxyandrost-4-ene-3,17-dione acetate in tetrahydrofuran is slowly added. The reaction mixture is stirred for a period of 2 hours at this temperature, warmed to 0° C., and stirring continued for an additional two hours. The reaction mixture is decomposed by the addition of 3 N sodium hydroxide followed by the addition of a 30% hydrogen peroxide solutio...